This data is from the Open Reaction Database (ORD), a public repository of structured organic reaction records. The task is: describe an organic reaction: reactants, conditions, products, and yield The reactants are O=C([O-])[O-], CN(C)C=O, COCOc1ccc(O)c(OCOC)c1, CCCI, [K+], [K+]. The product is CCCOc1ccc(OCOC)cc1OCOC. As a reaction SMILES: [C:1](=[O:2])([O-:3])[O-:4].[CH3:26][N:27]([CH3:28])[CH:29]=[O:30].[CH3:7][O:8][CH2:9][O:10][c:11]1[c:12]([OH:21])[cH:13][cH:14][c:15]([O:17][CH2:18][O:19][CH3:20])[cH:16]1.[I:22][CH2:23][CH2:24][CH3:25].[K+:5].[K+:6]>>[CH3:7][O:8][CH2:9][O:10][c:11]1[c:12]([O:21][CH2:23][CH2:24][CH3:25])[cH:13][cH:14][c:15]([O:17][CH2:18][O:19][CH3:20])[cH:16]1. Starting materials: O (water), CNC(OC1=CC=CC=C1)=O (phenyl N-methylcarbamate), [OH-].[Na+] (sodium hydroxide), C1(CC1)S(=O)(=O)C1=CC=C(C=C1)[C@H](C(=O)NC=1SC(=CN1)F)C[C@@H]1CNCC1 ((R)-2-(4-(Cyclopropylsulfonyl)phenyl)-N-(5-fluorothiazol-2-yl)-3-((S)-pyrrolidin-3-yl)propanamide). Run in O1CCCC1 (tetrahydrofuran). Run at time 1.5 hour. The product is C1(CC1)S(=O)(=O)C1=CC=C(C=C1)[C@@H](C[C@@H]1CN(CC1)C(=O)NC)C(=O)NC=1SC(=CN1)F ((S)-3-((R)-2-(4-(cyclopropylsulfonyl)phenyl)-3-((5-fluorothiazol-2-yl)amino)-3-oxopropyl)-N-methylpyrrolidine-1-carboxamide). The yield is 74.7%. As a reaction SMILES: [CH:1]1([S:4]([C:7]2[CH:12]=[CH:11][C:10]([C@@H:13]([CH2:23][C@H:24]3[CH2:28][CH2:27][NH:26][CH2:25]3)[C:14]([NH:16][C:17]3[S:18][C:19]([F:22])=[CH:20][N:21]=3)=[O:15])=[CH:9][CH:8]=2)(=[O:6])=[O:5])[CH2:3][CH2:2]1.[CH3:29][NH:30][C:31](=O)[O:32]C1C=CC=CC=1.[OH-].[Na+].O>O1CCCC1>[CH:1]1([S:4]([C:7]2[CH:8]=[CH:9][C:10]([C@H:13]([C:14]([NH:16][C:17]3[S:18][C:19]([F:22])=[CH:20][N:21]=3)=[O:15])[CH2:23][C@H:24]3[CH2:28][CH2:27][N:26]([C:31]([NH:30][CH3:29])=[O:32])[CH2:25]3)=[CH:11][CH:12]=2)(=[O:5])=[O:6])[CH2:3][CH2:2]1 |f:2.3|. Reported procedure: (R)-2-(4-(Cyclopropylsulfonyl)phenyl)-N-(5-fluorothiazol-2-yl)-3-((S)-pyrrolidin-3-yl)propanamide (500 mg, 1.05 mmol) was dissolved in tetrahydrofuran (40 mL), and thereafter, phenyl N-methylcarbamate (636 mg, 4.21 mmol) and an aqueous solution of sodium hydroxide (2 M, 2 mL) were added to the above obtained solution under ice-cold condition. The obtained mixture was stirred for 1.5 hours. Thereafter, water was added to the reaction solution, and the mixed solution was then extracted with ethyl ... Reactants: CCN(C(C)C)C(C)C, NCc1cc(F)ccc1Oc1ccc2c(CN3CCCC3)noc2c1, Cc1ccc(-n2nc(C(C)(C)C)cc2NC(=O)OCC(F)(F)F)cc1, CN(C)C=O. Product: Cc1ccc(-n2nc(C(C)(C)C)cc2NC(=O)NCc2cc(F)ccc2Oc2ccc3c(CN4CCCC4)noc3c2)cc1. Reaction SMILES: [CH:51]([N:52]([CH:53]([CH3:54])[CH3:55])[CH2:56][CH3:57])([CH3:58])[CH3:59].[F:1][c:2]1[cH:3][cH:4][c:5]([O:10][c:11]2[cH:12][c:13]3[c:14]([c:15]([CH2:18][N:19]4[CH2:20][CH2:21][CH2:22][CH2:23]4)[n:16][o:17]3)[cH:24][cH:25]2)[c:6]([CH2:7][NH2:8])[cH:9]1.[F:26][C:27]([F:28])([F:48])[CH2:49][O:29][C:30]([NH:31][c:32]1[n:33](-[c:41]2[cH:42][cH:43][c:44]([CH3:47])[cH:45][cH:46]2)[n:34][c:35]([C:37]([CH3:38])([CH3:39])[CH3:40])[cH:36]1)=[O:50].[O:60]=[CH:61][N:62]([CH3:63])[CH3:64]>>[F:1][c:2]1[cH:3][cH:4][c:5]([O:10][c:11]2[cH:12][c:13]3[c:14]([c:15]([CH2:18][N:19]4[CH2:20][CH2:21][CH2:22][CH2:23]4)[n:16][o:17]3)[cH:24][cH:25]2)[c:6]([CH2:7][NH:8][C:30](=[O:29])[NH:31][c:32]2[n:33](-[c:41]3[cH:42][cH:43][c:44]([CH3:47])[cH:45][cH:46]3)[n:34][c:35]([C:37]([CH3:38])([CH3:39])[CH3:40])[cH:36]2)[cH:9]1. Reactants: CC(C)(C)c1ccc2c(c1)OCCC2O, ClCCl, O=[Cr](=O)([O-])Cl, c1cc[nH+]cc1. The product is CC(C)(C)c1ccc2c(c1)OCCC2=O. RXN SMILES: [C:1]([CH3:2])([CH3:3])([CH3:4])[c:5]1[cH:6][cH:7][c:8]2[c:13]([cH:14]1)[O:12][CH2:11][CH2:10][CH:9]2[OH:15].[Cl:27][CH2:28][Cl:29].[O:16]=[Cr:17]([Cl:18])([O-:19])=[O:20].[nH+:21]1[cH:22][cH:23][cH:24][cH:25][cH:26]1>>[C:1]([CH3:2])([CH3:3])([CH3:4])[c:5]1[cH:6][cH:7][c:8]2[c:13]([cH:14]1)[O:12][CH2:11][CH2:10][C:9]2=[O:15]. Starting materials: C(C)OC(=O)C=1C(=NC2=CC=C(C=C2C1CC1=C(C=CC=C1)C(F)(F)F)Cl)OS(=O)(=O)C (6-chloro-2-methanesulfonyloxy-4-(2-trifluoromethyl-benzyl)-quinoline-3-carboxylic acid ethyl ester), N1CCCCC1 (piperidine). The product is C(C)OC(=O)C=1C(=NC2=CC=C(C=C2C1CC1=C(C=CC=C1)C(F)(F)F)Cl)N1CCCCC1 (6-Chloro-2-piperidin-1-yl-4-(2-trifluoromethyl-benzyl)-quinoline-3-carboxylic acid ethyl ester). As a reaction SMILES: [CH2:1]([O:3][C:4]([C:6]1[C:7](OS(C)(=O)=O)=[N:8][C:9]2[C:14]([C:15]=1[CH2:16][C:17]1[CH:22]=[CH:21][CH:20]=[CH:19][C:18]=1[C:23]([F:26])([F:25])[F:24])=[CH:13][C:12]([Cl:27])=[CH:11][CH:10]=2)=[O:5])[CH3:2].[NH:33]1[CH2:38][CH2:37][CH2:36][CH2:35][CH2:34]1>>[CH2:1]([O:3][C:4]([C:6]1[C:7]([N:33]2[CH2:38][CH2:37][CH2:36][CH2:35][CH2:34]2)=[N:8][C:9]2[C:14]([C:15]=1[CH2:16][C:17]1[CH:22]=[CH:21][CH:20]=[CH:19][C:18]=1[C:23]([F:25])([F:24])[F:26])=[CH:13][C:12]([Cl:27])=[CH:11][CH:10]=2)=[O:5])[CH3:2]. Reported procedure: The title compound was prepared in analogy to example 29 step D from crude 6-chloro-2-methanesulfonyloxy-4-(2-trifluoromethyl-benzyl)-quinoline-3-carboxylic acid ethyl ester (prepared in analogy to example 29 step C) and piperidine. Off white solid. MS (ESI): 477 (M+H)+. Starting materials: ClC1=C(C=C2C(=CNC2=C1)C(=O)OC)C1=CC=C(C=C1)OC[C@H]1NCCC1 (methyl 6-chloro-5-{4-[(2S)-pyrrolidin-2-ylmethoxy]phenyl}-1H-indole-3-carboxylate), [OH-].[Na+] (NaOH). The solvent is CO (methanol). Conditions: temperature 70 celsius, time 24 hour. Product: ClC1=C(C=C2C(=CNC2=C1)C(=O)O)C1=CC=C(C=C1)OC[C@H]1NCCC1 (6-chloro-5-{4-[(2S)-pyrrolidin-2-ylmethoxy]phenyl}-1H-indole-3-carboxylic acid). The yield is 12.3%. As a reaction SMILES: [Cl:1][C:2]1[CH:10]=[C:9]2[C:5]([C:6]([C:11]([O:13]C)=[O:12])=[CH:7][NH:8]2)=[CH:4][C:3]=1[C:15]1[CH:20]=[CH:19][C:18]([O:21][CH2:22][C@@H:23]2[CH2:27][CH2:26][CH2:25][NH:24]2)=[CH:17][CH:16]=1.[OH-].[Na+]>CO>[Cl:1][C:2]1[CH:10]=[C:9]2[C:5]([C:6]([C:11]([OH:13])=[O:12])=[CH:7][NH:8]2)=[CH:4][C:3]=1[C:15]1[CH:16]=[CH:17][C:18]([O:21][CH2:22][C@@H:23]2[CH2:27][CH2:26][CH2:25][NH:24]2)=[CH:19][CH:20]=1 |f:1.2|. Reported procedure: To a solution of methyl 6-chloro-5-{4-[(2S)-pyrrolidin-2-ylmethoxy]phenyl}-1H-indole-3-carboxylate (40 mg, 0.22 mmol) in methanol (8 mL) was added 1.0M aqueous NaOH (2.0 mL, 2.0 mL). The mixture was stirred at 70° C. for 24 hours. The mixture was adjusted to pH 7 and purified by reverse phase HPLC to give the title compound (10 mg, 11% yield) as a white solid. Reactants: O=C([O-])O, [Cl-], [Cl-], [Cl-], [Cl-], O=C1Cc2cc(Cl)ccc2Sc2ccccc21, O=C1OCCN1CCN1CCNCC1, [Na+], [Ti+4], c1ccccc1. The product is O=C1OCCN1CCN1CCN(C2=Cc3cc(Cl)ccc3Sc3ccccc32)CC1. RXN SMILES: [C:32](=[O:33])([OH:34])[O-:35].[Cl-:43].[Cl-:44].[Cl-:45].[Cl-:46].[Cl:1][c:2]1[cH:3][c:4]2[c:5]([cH:16][cH:17]1)[S:6][c:7]1[c:8]([cH:12][cH:13][cH:14][cH:15]1)[C:9](=[O:11])[CH2:10]2.[N:18]1([CH2:24][CH2:25][N:26]2[C:27](=[O:31])[O:28][CH2:29][CH2:30]2)[CH2:19][CH2:20][NH:21][CH2:22][CH2:23]1.[Na+:36].[Ti+4:47].[cH:37]1[cH:38][cH:39][cH:40][cH:41][cH:42]1>>[Cl:1][c:2]1[cH:3][c:4]2[c:5]([cH:16][cH:17]1)[S:6][c:7]1[c:8]([cH:12][cH:13][cH:14][cH:15]1)[C:9]([N:21]1[CH2:20][CH2:19][N:18]([CH2:24][CH2:25][N:26]3[C:27](=[O:31])[O:28][CH2:29][CH2:30]3)[CH2:23][CH2:22]1)=[CH:10]2. Starting materials: O (water), CN(CC(CO)O)C (3-(dimethylamino)-1,2-propanediol), N1C=NC=C1 (imidazole), [Si](C)(C)(C(C)(C)C)Cl (tert-butyldimethylsilyl chloride). Solvent: ClCCl (dichloromethane), ClCCl (dichloromethane). Reaction conditions: temperature 0 celsius, time 2 hour. Yields the product [Si](C)(C)(C(C)(C)C)OCC(CN(C)C)O (1-(tert-butyldimethylsilyloxy)-3-(dimethylamino)propan-2-ol). As a reaction SMILES: [CH3:1][N:2]([CH3:8])[CH2:3][CH:4]([OH:7])[CH2:5][OH:6].N1C=CN=C1.[Si:14](Cl)([C:17]([CH3:20])([CH3:19])[CH3:18])([CH3:16])[CH3:15].O>ClCCl>[Si:14]([O:6][CH2:5][CH:4]([OH:7])[CH2:3][N:2]([CH3:8])[CH3:1])([C:17]([CH3:20])([CH3:19])[CH3:18])([CH3:16])[CH3:15]. Procedure details: A dry dichloromethane (10 mL) solution of 3-(dimethylamino)-1,2-propanediol (98%, 1.00 g, 8.39 mmol, 1.0 equiv) and imidazole (0.57 g, 8.39 mmol, 1.0 equiv) was stirred at 0° C. under argon for 15 minutes. Solid tert-butyldimethylsilyl chloride (1.26 g, 8.39 mmol, 1.0 equiv) was added to the mixture and the resultant was stirred for 2 hours at 0° C. The mixture was then diluted with 20 mL of dichloromethane and poured into deionized water (15 mL). The organic layer was separated and the aqueous ...